Dataset: the Open Reaction Database (ORD), a public repository of structured organic reaction records. Task: describe an organic reaction: reactants, conditions, products, and yield The reactants are C(C(=O)Cl)(=O)Cl (Oxalyl chloride), CC1=C(C(=O)O)C=C(C=C1)[N+](=O)[O-] (2-methyl-5-nitrobenzoic acid). Reagents/catalysts: CN(C)C=O (DMF). Solvent: C(Cl)Cl (methylene chloride). Run at temperature 0 celsius, time 5 hour. The product is CC1=C(C(=O)Cl)C=C(C=C1)[N+](=O)[O-] (2-methyl-5-nitrobenzoyl chloride). Reaction SMILES: [C:1](Cl)(=O)[C:2]([Cl:4])=[O:3].[CH3:7][C:8]1C=[CH:15][C:14]([N+:17]([O-:19])=[O:18])=[CH:13][C:9]=1C(O)=O>CN(C=O)C.C(Cl)Cl>[CH3:7][C:8]1[CH:9]=[CH:13][C:14]([N+:17]([O-:19])=[O:18])=[CH:15][C:1]=1[C:2]([Cl:4])=[O:3]. Procedure details: Oxalyl chloride (0.31 g) was added dropwise to a stirred mixture of 2-methyl-5-nitrobenzoic acid (0.4 g), DMF (a few drops) and methylene chloride (25 ml) which had been cooled to 0° C. The mixture was allowed to warm to ambient temperature and was stirred for five hours. The mixture was evaporated to give 2-methyl-5-nitrobenzoyl chloride which was dissolved in methylene chloride (10 ml) and added dropwise to a stirred mixture of 3-(4-methylpiperazin-1-ylmethyl)aniline (0.44 g), triethylamine (0... Starting materials: CC=1C(=NC=C(C1OC)C)CSC1=NC2=C(N1)C=CC(=C2)OC (2-[[(3,5-dimethyl-4-methoxy-2-pyridinyl)methyl]thio]-5-methoxy-1H-benzimidazole), [O-]S(=O)(=S)[O-].[Na+].[Na+] (Na2S2O3), Na2WO4·2H2O, C(C)(=O)O (acetic acid), [OH-].[Na+] (NaOH). The solvent is OO (H2O2), CO (methanol), O (water), O (water). Reaction conditions: time 30 minute. Product: CC=1C=NC(=C(C1OC)C)C[S+](C=2NC=3C=CC(=CC3N2)OC)[O-] (Omeprazole). The yield is 88.0%. As a reaction SMILES: [CH3:1][C:2]1[C:3]([CH2:11][S:12][C:13]2[NH:17][C:16]3[CH:18]=[CH:19][C:20]([O:22][CH3:23])=[CH:21][C:15]=3[N:14]=2)=[N:4][CH:5]=[C:6]([CH3:10])[C:7]=1[O:8][CH3:9].[OH-].[Na+].[O-:26]S([O-])(=S)=O.[Na+].[Na+].C(O)(=O)C>CO.O.OO>[CH3:10][C:6]1[CH:5]=[N:4][C:3]([CH2:11][S+:12]([O-:26])[C:13]2[NH:17][C:16]3[CH:18]=[CH:19][C:20]([O:22][CH3:23])=[CH:21][C:15]=3[N:14]=2)=[C:2]([CH3:1])[C:7]=1[O:8][CH3:9] |f:1.2,3.4.5|. Procedure: 2 g of 2-[[(3,5-dimethyl-4-methoxy-2-pyridinyl)methyl]thio]-5-methoxy-1H-benzimidazole was suspended in 36 ml of methanol at room temperature, to which 1.88 g of 45% NaOH in 14 ml water was added while stirring. 0.09 g of Na2WO4·2H2O oxidation catalyst was dissolved in 0.74 g H2O2 (50% aqueous solution), and further diluted with 10 ml. of water. The oxidant/catalyst solution was added to the reactant/base solution dropwise so that the addition was completed in about 30 minutes while stirring at ... The reactants are Cc1c(C(=O)O)sc2nccn12, NCC1CC2CC2N1C(=O)c1nc(N)sc1-c1cccc(F)c1. Yields the product Cc1c(C(=O)NCC2CC3CC3N2C(=O)c2nc(N)sc2-c2cccc(F)c2)sc2nccn12. As a reaction SMILES: [CH3:24][c:25]1[n:26]2[c:27]([s:28][c:29]1[C:30](=[O:31])[OH:32])[n:33][cH:34][cH:35]2.[NH2:1][c:2]1[s:3][c:4](-[c:17]2[cH:18][c:19]([F:23])[cH:20][cH:21][cH:22]2)[c:5]([C:7](=[O:8])[N:9]2[CH:10]3[CH2:11][CH:12]3[CH2:13][CH:14]2[CH2:15][NH2:16])[n:6]1>>[NH2:1][c:2]1[s:3][c:4](-[c:17]2[cH:18][c:19]([F:23])[cH:20][cH:21][cH:22]2)[c:5]([C:7](=[O:8])[N:9]2[CH:10]3[CH2:11][CH:12]3[CH2:13][CH:14]2[CH2:15][NH:16][C:30]([c:29]2[c:25]([CH3:24])[n:26]3[c:27]([s:28]2)[n:33][cH:34][cH:35]3)=[O:31])[n:6]1. Reactants: ClC1=CC=C(C=C1)C(CCCCN1CCC(CC1)C=1C=C(C=CC1)NC(C(C)C)=O)=O (N-(3-{1-[5-(4-chlorophenyl)-5-oxopentyl]-4-piperidinyl}phenyl)-2-methylpropanamide), Cl.C1(=CC=CC=C1)NN (1-phenylhydrazine hydrochloride). The product is ClC1=CC=C(C=C1)C=1NC2=CC=CC=C2C1CCCN1CCC(CC1)C=1C=C(C=CC1)NC(C(C)C)=O (N-[3-(1-{3-[2-(4-CHLOROPHENYL)-1H-INDOL-3-YL]PROPYL}-4-PIPERIDINYL)PHENYL]-2-METHYLPROPANAMIDE). RXN SMILES: [Cl:1][C:2]1[CH:7]=[CH:6][C:5]([C:8](=O)[CH2:9][CH2:10][CH2:11][CH2:12][N:13]2[CH2:18][CH2:17][CH:16]([C:19]3[CH:20]=[C:21]([NH:25][C:26](=[O:30])[CH:27]([CH3:29])[CH3:28])[CH:22]=[CH:23][CH:24]=3)[CH2:15][CH2:14]2)=[CH:4][CH:3]=1.Cl.[C:33]1([NH:39]N)[CH:38]=[CH:37][CH:36]=[CH:35][CH:34]=1>>[Cl:1][C:2]1[CH:7]=[CH:6][C:5]([C:8]2[NH:39][C:33]3[C:38]([C:9]=2[CH2:10][CH2:11][CH2:12][N:13]2[CH2:18][CH2:17][CH:16]([C:19]4[CH:20]=[C:21]([NH:25][C:26](=[O:30])[CH:27]([CH3:29])[CH3:28])[CH:22]=[CH:23][CH:24]=4)[CH2:15][CH2:14]2)=[CH:37][CH:36]=[CH:35][CH:34]=3)=[CH:4][CH:3]=1 |f:1.2|. Procedure: Prepared by Procedure E and Scheme M using N-(3-{1-[5-(4-chlorophenyl)-5-oxopentyl]-4-piperidinyl}phenyl)-2-methylpropanamide and 1-phenylhydrazine hydrochloride: ESMS m/e: 514.2 (M+H)+. Starting materials: C(Cl)(Cl)Cl (CHCl3), COC=1C=C2C(=CC=NC2=CC1OC)OC=1C=C2C=CC=C(C2=CC1)N (6-(6,7-dimethoxy-quinolin-4-yloxy)-naphthalen-1-ylamine), C(=O)(O)[O-].[Na+] (NaHCO3), FC1=C(C(=O)Cl)C=CC=C1 (2-fluorobenzoyl chloride). Run in C(Cl)Cl (CH2Cl2), O (water). Run at time 20 hour. The product is COC=1C=C2C(=CC=NC2=CC1OC)OC=1C=C2C=CC=C(C2=CC1)NC(C1=C(C=CC=C1)F)=O (N-[6-(6,7-dimethoxy-quinolin-4-yloxy)-naphthalen-1-yl]-2-fluoro-benzamide). Reaction SMILES: [CH3:1][O:2][C:3]1[CH:4]=[C:5]2[C:10](=[CH:11][C:12]=1[O:13][CH3:14])[N:9]=[CH:8][CH:7]=[C:6]2[O:15][C:16]1[CH:17]=[C:18]2[C:23](=[CH:24][CH:25]=1)[C:22]([NH2:26])=[CH:21][CH:20]=[CH:19]2.C([O-])(O)=O.[Na+].[F:32][C:33]1[CH:41]=[CH:40][CH:39]=[CH:38][C:34]=1[C:35](Cl)=[O:36].C(Cl)(Cl)Cl>C(Cl)Cl.O>[CH3:1][O:2][C:3]1[CH:4]=[C:5]2[C:10](=[CH:11][C:12]=1[O:13][CH3:14])[N:9]=[CH:8][CH:7]=[C:6]2[O:15][C:16]1[CH:17]=[C:18]2[C:23](=[CH:24][CH:25]=1)[C:22]([NH:26][C:35](=[O:36])[C:34]1[CH:38]=[CH:39][CH:40]=[CH:41][C:33]=1[F:32])=[CH:21][CH:20]=[CH:19]2 |f:1.2|. Procedure: To a solution of 6-(6,7-dimethoxy-quinolin-4-yloxy)-naphthalen-1-ylamine (Step a, 50 mg, 0.14 mmol) and NaHCO3 (38 mg, 0.45 mmol) in CH2Cl2 (1 mL), 2-fluorobenzoyl chloride (18 mL, 0.15 mmol) was added. The reaction was stirred at RT for 20 h. The mixture was taken up into CHCl3 and water, washed with brine, dried with Na2SO4, filtered and concentrated in vacuo. The title compound was purified by column chromatography using 0-100% of a 90:10:1 (CH2Cl2:MeOH: NH4OH) solution as the eluant. M+H 469... Starting materials: O=C([O-])[O-], CC([O-])=S, Cl, [K+], [K+], [K+], CN(C)C=O, O, ClCc1ccccn1. Product: CC(=S)OCc1ccccn1. As a reaction SMILES: [C:15](=[O:16])([O-:17])[O-:18].[C:1]([CH3:2])(=[S:3])[O-:4].[ClH:6].[K+:19].[K+:20].[K+:5].[O:22]=[CH:23][N:24]([CH3:25])[CH3:26].[OH2:21].[c:7]1([CH2:13][Cl:14])[cH:8][cH:9][cH:10][cH:11][n:12]1>>[C:1]([CH3:2])(=[S:3])[O:4][CH2:13][c:7]1[cH:8][cH:9][cH:10][cH:11][n:12]1. Starting materials: Cc1nc(N)c2nc(C)n(CCOCCN)c2c1C, O=C(Cl)C1CC1c1ccccc1. Yields the product Cc1nc(N)c2nc(C)n(CCOCCNC(=O)C3CC3c3ccccc3)c2c1C. Reaction SMILES: [NH2:13][CH2:14][CH2:15][O:16][CH2:17][CH2:18][n:19]1[c:20]([CH3:31])[n:21][c:22]2[c:23]([NH2:30])[n:24][c:25]([CH3:29])[c:26]([CH3:28])[c:27]12.[c:1]1([CH:7]2[CH:8]([C:10](=[O:11])[Cl:12])[CH2:9]2)[cH:2][cH:3][cH:4][cH:5][cH:6]1>>[c:1]1([CH:7]2[CH:8]([C:10](=[O:11])[NH:13][CH2:14][CH2:15][O:16][CH2:17][CH2:18][n:19]3[c:20]([CH3:31])[n:21][c:22]4[c:23]([NH2:30])[n:24][c:25]([CH3:29])[c:26]([CH3:28])[c:27]34)[CH2:9]2)[cH:2][cH:3][cH:4][cH:5][cH:6]1.